The task is: describe an organic reaction: reactants, conditions, products, and yield. This data is from the Open Reaction Database (ORD), a public repository of structured organic reaction records. Procedure details: Application of the method shown in Example 46, with the modification that (1R,4Z,8Z,13R,15R)-15-methoxy-15-((R)-3-(4-methoxybenzyl)-2-oxothiazolidin-4-yl)-5-methyl-14-oxa-2-aza-bicyclo[11.3.1]heptadeca-4,8-dien-3-one was substituted for (R)-4-((1R,4Z,8Z,13R,15R)-15-methoxy-5-methyl-3-oxo-2,14-dioxa-bicyclo[11.3.1]heptadeca-4,8-dien-15-yl)-3-(4-methoxybenzyl)thiazolidin-2-one, afforded the title compound, together with the 8E-isomer. Yields the product O[C@]1(O[C@@H]2CCC\C=C/CC\C(=C/C(N[C@@H](C1)C2)=O)\C)[C@H]2NC(SC2)=O ((1R,4Z,8Z,13R,15R)-15-Hydroxy-5-methyl-15-((R)-2-oxothiazolidin-4-yl)-14-oxa-2-aza-bicyclo[11.3.1]heptadeca-4,8-dien-3-one). RXN SMILES: C[O:2][C@:3]1([C@@H:22]2[CH2:26][S:25][C:24](=[O:27])[N:23]2CC2C=CC(OC)=CC=2)[CH2:18][C@H:17]2[CH2:19][C@@H:5]([CH2:6][CH2:7][CH2:8][CH:9]=[CH:10][CH2:11][CH2:12][C:13]([CH3:21])=[CH:14][C:15](=[O:20])[NH:16]2)[O:4]1.CO[C@]1([C@@H]2CSC(=O)N2CC2C=CC(OC)=CC=2)C[C@H]2C[C@@H](CCCC=CCCC(C)=CC(=O)O2)O1>>[OH:2][C@:3]1([C@@H:22]2[CH2:26][S:25][C:24](=[O:27])[NH:23]2)[CH2:18][C@H:17]2[CH2:19][C@@H:5]([CH2:6][CH2:7][CH2:8][CH:9]=[CH:10][CH2:11][CH2:12][C:13]([CH3:21])=[CH:14][C:15](=[O:20])[NH:16]2)[O:4]1. Starting materials: CO[C@]1(O[C@@H]2CCC\C=C/CC\C(=C/C(N[C@@H](C1)C2)=O)\C)[C@H]2N(C(SC2)=O)CC2=CC=C(C=C2)OC ((1R,4Z,8Z,13R,15R)-15-methoxy-15-((R)-3-(4-methoxybenzyl)-2-oxothiazolidin-4-yl)-5-methyl-14-oxa-2-aza-bicyclo[11.3.1]heptadeca-4,8-dien-3-one), CO[C@]1(O[C@@H]2CCC\C=C/CC\C(=C/C(O[C@@H](C1)C2)=O)\C)[C@H]2N(C(SC2)=O)CC2=CC=C(C=C2)OC ((R)-4-((1R,4Z,8Z,13R,15R)-15-methoxy-5-methyl-3-oxo-2,14-dioxa-bicyclo[11.3.1]heptadeca-4,8-dien-15-yl)-3-(4-methoxybenzyl)thiazolidin-2-one).